This data is from the Open Reaction Database (ORD), a public repository of structured organic reaction records. The task is: describe an organic reaction: reactants, conditions, products, and yield Product: NC1=NC=C(C=N1)C=1N=C(C2=C(N1)C=C(S2)CN2CCN(CC2)C(CN(C)C)=O)N2CCOCC2 (1-(4-((2-(2-aminopyrimidin-5-yl)-4-morpholinothieno[3,2-d]pyrimidin-6-yl)methyl)piperazin-1-yl)-2-(dimethylamino)ethanone). Reported procedure: The HCl salt of 5-(4-morpholino-6-((piperazin-1-yl)methyl)thieno[3,2-d]pyrimidin-2-yl)pyrimidin-2-amine (100 mg) was reacted with N,N-dimethylglycine via General Procedure B to generate 38.3 mg of 105. MS (Q1) 498.3 (M)+. Reactants: Cl (HCl), O1CCN(CC1)C=1C2=C(N=C(N1)C=1C=NC(=NC1)N)C=C(S2)CN2CCNCC2 (5-(4-morpholino-6-((piperazin-1-yl)methyl)thieno[3,2-d]pyrimidin-2-yl)pyrimidin-2-amine), CN(CC(=O)O)C (N,N-dimethylglycine), 105. RXN SMILES: Cl.[O:2]1[CH2:7][CH2:6][N:5]([C:8]2[C:9]3[S:23][C:22]([CH2:24][N:25]4[CH2:30][CH2:29][NH:28][CH2:27][CH2:26]4)=[CH:21][C:10]=3[N:11]=[C:12]([C:14]3[CH:15]=[N:16][C:17]([NH2:20])=[N:18][CH:19]=3)[N:13]=2)[CH2:4][CH2:3]1.[CH3:31][N:32]([CH3:37])[CH2:33][C:34](O)=[O:35]>>[NH2:20][C:17]1[N:18]=[CH:19][C:14]([C:12]2[N:13]=[C:8]([N:5]3[CH2:4][CH2:3][O:2][CH2:7][CH2:6]3)[C:9]3[S:23][C:22]([CH2:24][N:25]4[CH2:26][CH2:27][N:28]([C:34](=[O:35])[CH2:33][N:32]([CH3:37])[CH3:31])[CH2:29][CH2:30]4)=[CH:21][C:10]=3[N:11]=2)=[CH:15][N:16]=1.